Dataset: the Open Reaction Database (ORD), a public repository of structured organic reaction records. Task: describe an organic reaction: reactants, conditions, products, and yield Reactants: COC(=O)C=1OC2=C(C1)C=C(C=C2)O (5-hydroxybenzofuran-2-carboxylic acid methyl ester), C1(=CC=CC=C1)P(C1=CC=CC=C1)C1=CC=CC=C1 (triphenylphosphine), OCCN1CCCC1 (1-(2-hydroxyethyl)-pyrrolidine), N(=NC(=O)OC(C)C)C(=O)OC(C)C (Diisopropyl azodicarboxylate). Solvent: O1CCCC1 (tetrahydrofuran). Reaction conditions: time 2 day. Yields the product COC(=O)C=1OC2=C(C1)C=C(C=C2)OCCN2CCCC2 (5-(2-pyrrolidin-1-yl-ethoxy)benzofuran-2-carboxylic acid methyl ester). Yield: 58.2%. RXN SMILES: [CH3:1][O:2][C:3]([C:5]1[O:6][C:7]2[CH:13]=[CH:12][C:11]([OH:14])=[CH:10][C:8]=2[CH:9]=1)=[O:4].C1(P(C2C=CC=CC=2)C2C=CC=CC=2)C=CC=CC=1.O[CH2:35][CH2:36][N:37]1[CH2:41][CH2:40][CH2:39][CH2:38]1.N(C(OC(C)C)=O)=NC(OC(C)C)=O>O1CCCC1>[CH3:1][O:2][C:3]([C:5]1[O:6][C:7]2[CH:13]=[CH:12][C:11]([O:14][CH2:35][CH2:36][N:37]3[CH2:41][CH2:40][CH2:39][CH2:38]3)=[CH:10][C:8]=2[CH:9]=1)=[O:4]. Procedure: Anhydrous tetrahydrofuran (15 ml) was added to a mixture of 5-hydroxybenzofuran-2-carboxylic acid methyl ester (1.10 g, 5.7 mmol), triphenylphosphine (1.50 g, 5.7 mmol), and 1-(2-hydroxyethyl)-pyrrolidine (0.66 g, 5.7 mmol) under a nitrogen atmosphere. Diisopropyl azodicarboxylate (1.15 ml, 5.8 mmol) was slowly added to the solution at room temperature. After 2 days, the solvent was removed and the residue was dissolved in a 2:1 mixture of Et2O:EtOAc (150 ml). The solution was washed with 1.0M a... The reactants are N1CCCC1 (pyrrolidine), ClC1=NC=C(C=C1[N+](=O)[O-])[N+](=O)[O-] (2-chloro-3,5-dinitropyridine), water ice. Run in O1CCOCC1 (dioxane). Conditions: temperature 60 celsius. The product is [N+](=O)([O-])C=1C(=NC=C(C1)[N+](=O)[O-])N1CCCC1 (3,5-dinitro-2-pyrrolidin-1-ylpyridine). Yield: 89.6%. RXN SMILES: [NH:1]1[CH2:5][CH2:4][CH2:3][CH2:2]1.Cl[C:7]1[C:12]([N+:13]([O-:15])=[O:14])=[CH:11][C:10]([N+:16]([O-:18])=[O:17])=[CH:9][N:8]=1>O1CCOCC1>[N+:16]([C:10]1[C:9]([N:1]2[CH2:5][CH2:4][CH2:3][CH2:2]2)=[N:8][CH:7]=[C:12]([N+:13]([O-:15])=[O:14])[CH:11]=1)([O-:18])=[O:17]. Procedure: 2.2 g (0.03 mol) of pyrrolidine were added over 10 minutes to a solution containing 3 g (0.015 mol) of 2-chloro-3,5-dinitropyridine in 30 ml of dioxane, at 40° C. The reaction medium was maintained at 60° C. until the reagents disappeared. The reaction medium was then poured into a water/ice mixture with vigorous stirring and the precipitate was filtered off by suction, washed with water and then dried to constant weight to give 3.2 g of 3,5-dinitro-2-pyrrolidin-1-ylpyridine. The reactants are CCC(C)(C)Cc1cn(C(c2ccccc2)(c2ccccc2)c2ccccc2)c(CC(N)c2ccc(-c3ccc(F)cn3)cc2)n1, CO, Cl. Product: CCC(C)(C)Cc1c[nH]c(CC(N)c2ccc(-c3ccc(F)cn3)cc2)n1. As a reaction SMILES: [CH3:2][C:3]([CH2:4][c:5]1[n:6][c:7]([CH2:29][CH:30]([NH2:31])[c:32]2[cH:33][cH:34][c:35](-[c:38]3[n:39][cH:40][c:41]([F:44])[cH:42][cH:43]3)[cH:36][cH:37]2)[n:8]([C:10]([c:11]2[cH:12][cH:13][cH:14][cH:15][cH:16]2)([c:17]2[cH:18][cH:19][cH:20][cH:21][cH:22]2)[c:23]2[cH:24][cH:25][cH:26][cH:27][cH:28]2)[cH:9]1)([CH2:45][CH3:46])[CH3:47].[CH3:48][OH:49].[ClH:1]>>[CH3:2][C:3]([CH2:4][c:5]1[n:6][c:7]([CH2:29][CH:30]([NH2:31])[c:32]2[cH:33][cH:34][c:35](-[c:38]3[n:39][cH:40][c:41]([F:44])[cH:42][cH:43]3)[cH:36][cH:37]2)[nH:8][cH:9]1)([CH2:45][CH3:46])[CH3:47]. Starting materials: C(C)(=O)OCC (ethyl acetate), C(C)(C)(C)OC(=O)N1C[C@H](CCC1)NC(=O)C1=CN(C=C1NC(=O)N)C1=CC(=CC=C1)F ((S)-3-{[1-(3-fluorophenyl)-4-ureido-1H-pyrrole-3-carbonyl]-amino}-piperidine-1-carboxylic acid tert-butyl ester), NCCO (2-amino-ethanol). The solvent is C(Cl)Cl (DCM). Product: C(C)(C)(C)OC(=O)N1C[C@H](CCC1)NC(=O)C1=CN(C=C1NC(=O)NCCO)C1=CC(=CC=C1)F ((S)-3-({1-(3-Fluorophenyl)-4-[3-(2-hydroxy-ethyl)-ureido]-1H-pyrrole-3-carbonyl}-amino)-piperidine-1-carboxylic acid tert-butyl ester). Yield: 55.0%. Reaction SMILES: [C:1]([O:5][C:6]([N:8]1[CH2:13][CH2:12][CH2:11][C@H:10]([NH:14][C:15]([C:17]2[C:21]([NH:22][C:23]([NH2:25])=[O:24])=[CH:20][N:19]([C:26]3[CH:31]=[CH:30][CH:29]=[C:28]([F:32])[CH:27]=3)[CH:18]=2)=[O:16])[CH2:9]1)=[O:7])([CH3:4])([CH3:3])[CH3:2].N[CH2:34][CH2:35][OH:36].C(OCC)(=O)C>C(Cl)Cl>[C:1]([O:5][C:6]([N:8]1[CH2:13][CH2:12][CH2:11][C@H:10]([NH:14][C:15]([C:17]2[C:21]([NH:22][C:23]([NH:25][CH2:34][CH2:35][OH:36])=[O:24])=[CH:20][N:19]([C:26]3[CH:31]=[CH:30][CH:29]=[C:28]([F:32])[CH:27]=3)[CH:18]=2)=[O:16])[CH2:9]1)=[O:7])([CH3:4])([CH3:2])[CH3:3]. Procedure details: Following general method 6, employing (S)-3-{[1-(3-fluorophenyl)-4-ureido-1H-pyrrole-3-carbonyl]-amino}-piperidine-1-carboxylic acid tert-butyl ester and 2-amino-ethanol, afforded the crude desired product. Column chromatography (silica, 12 g column, ISCO, 0-100% ethyl acetate in DCM) afforded the title compound as a glass (60 mg, 55%); LCMS (method B): RT=3.25 min, M+H+=490. The reactants are C[Si](N1C=CC(C2=CC=CC=C12)[Si](C)(C)C)(C)C (1,4-bis-(trimethylsilyl)-1,4-dihydroquinoline), C(C=C)#N (acrylonitrile). Conditions: temperature 100 celsius. The product is C[Si](N1C(C=C(C2=CC=CC=C12)[Si](C)(C)C)C(C)C#N)(C)C (1,4-bis-(trimethylsilyl)-2-(1-cyanoethyl)-1,2-dihydroquinoline). The yield is 73.6%. RXN SMILES: [CH3:1][Si:2]([CH3:18])([CH3:17])[N:3]1[C:12]2[C:7](=[CH:8][CH:9]=[CH:10][CH:11]=2)[CH:6]([Si:13]([CH3:16])([CH3:15])[CH3:14])[CH:5]=[CH:4]1.[C:19](#[N:22])[CH:20]=[CH2:21]>>[CH3:1][Si:2]([CH3:18])([CH3:17])[N:3]1[C:12]2[C:7](=[CH:8][CH:9]=[CH:10][CH:11]=2)[C:6]([Si:13]([CH3:16])([CH3:15])[CH3:14])=[CH:5][CH:4]1[CH:20]([C:19]#[N:22])[CH3:21]. Procedure details: A mixture consisting of 27.5 g (0.1 mol) of 1,4-bis-(trimethylsilyl)-1,4-dihydroquinoline and 6 g (0.1 mol) of acrylonitrile is heated in an inert atmosphere at 100°C for 150 hours. Fractional distillation yields 24.2 g (72%) of 1,4-bis-(trimethylsilyl)-2-(1-cyanoethyl)-1,2-dihydroquinoline: yellow-green oil, b.p. 106°-108°C/0.001 mm.